Dataset: the Open Reaction Database (ORD), a public repository of structured organic reaction records. Task: describe an organic reaction: reactants, conditions, products, and yield The reactants are ClC(=O)C1=C(\C=C/C#N)C=CC=C1 (2-(chloroformyl)-cis-cinnamonitrile), O1CCOCC1 (dioxane). Solvent: CC(=O)C (acetone). Reaction conditions: time 8 hour. The product is OC1=NC(C2=C(C=C1)C=CC=C2)=O (3-hydroxy-1H-2-benzazepin-1-one). Yield: 36.9%. Reaction SMILES: Cl[C:2]([C:4]1[CH:13]=[CH:12][CH:11]=[CH:10][C:5]=1/[CH:6]=[CH:7]\[C:8]#[N:9])=[O:3].[O:14]1CCOCC1>CC(C)=O>[OH:14][C:8]1[CH:7]=[CH:6][C:5]2[CH:10]=[CH:11][CH:12]=[CH:13][C:4]=2[C:2](=[O:3])[N:9]=1. Procedure: 59.0 g (0.308 mole) of (I) is taken up in dry dioxane (800 ml) and purged with HCl gas at 70° for 5 hours. Solvent is removed, the residue is azeotropically distilled three times with benzene and the residue taken up in dimethoxyethane (200 ml) and water (22 ml). After standing overnight at room temperature, the reaction mixture is evaporated to dryness, taken up in ethyl acetate (1.5 liters) and washed twice with saturated NaHCO3 solution (630 ml portions). The NaHCO3 phase is back-washed with ... As a reaction SMILES: [Al+3:22].[CH2:1]([CH2:2][CH3:3])[N:4]([C:5]([CH2:6][c:7]1[c:8]2[cH:9][n:10][nH:11][c:12]2[c:13]([OH:16])[cH:14][cH:15]1)=[O:17])[CH2:18][CH2:19][CH3:20].[CH2:28][CH3:29].[CH3:35][CH2:36][O:37][C:38](=[O:39])[CH3:40].[H-:21].[H-:24].[H-:25].[H-:26].[Li+:23].[O:30]1[CH2:31][CH2:32][CH2:33][CH2:34]1.[OH2:27]>>[CH2:1]([CH2:2][CH3:3])[N:4]([CH2:5][CH2:6][c:7]1[c:8]2[cH:9][n:10][nH:11][c:12]2[c:13]([OH:16])[cH:14][cH:15]1)[CH2:18][CH2:19][CH3:20]. The product is CCCN(CCC)CCc1ccc(O)c2[nH]ncc12. Reactants: [Al+3], CCCN(CCC)C(=O)Cc1ccc(O)c2[nH]ncc12, [CH2]C, CCOC(C)=O, [H-], [H-], [H-], [H-], [Li+], C1CCOC1, O. The product is NC1=NC2=C(C=3C=C(C=NC13)CCC1=C(C=C(C=C1)C(=O)N1CCCC1)C)C=CC(=C2)C ((4-(2-(5-Amino-8-methylbenzo[f][1,7]naphthyridin-2-yl)ethyl)-3-methylphenyl)(pyrrolidin-1-yl)methanone). Starting materials: NC1=NC2=C(C=3C=C(C=NC13)CCC1=C(C=C(C(=O)Cl)C=C1)C)C=CC(=C2)C (4-(2-(5-amino-8-methylbenzo[f][1,7]naphthyridin-2-yl)ethyl)-3-methylbenzoyl chloride), N1CCCC1 (pyrrolidine). RXN SMILES: [NH2:1][C:2]1[C:11]2[N:10]=[CH:9][C:8]([CH2:12][CH2:13][C:14]3[CH:22]=[CH:21][C:17]([C:18](Cl)=[O:19])=[CH:16][C:15]=3[CH3:23])=[CH:7][C:6]=2[C:5]2[CH:24]=[CH:25][C:26]([CH3:28])=[CH:27][C:4]=2[N:3]=1.[NH:29]1[CH2:33][CH2:32][CH2:31][CH2:30]1>>[NH2:1][C:2]1[C:11]2[N:10]=[CH:9][C:8]([CH2:12][CH2:13][C:14]3[CH:22]=[CH:21][C:17]([C:18]([N:29]4[CH2:33][CH2:32][CH2:31][CH2:30]4)=[O:19])=[CH:16][C:15]=3[CH3:23])=[CH:7][C:6]=2[C:5]2[CH:24]=[CH:25][C:26]([CH3:28])=[CH:27][C:4]=2[N:3]=1. Reported procedure: (4-(2-(5-Amino-8-methylbenzo[f][1,7]naphthyridin-2-yl)ethyl)-3-methylphenyl)(pyrrolidin-1-yl)methanone was prepared from 4-(2-(5-amino-8-methylbenzo[f][1,7]naphthyridin-2-yl)ethyl)-3-methylbenzoyl chloride (Example 116/Step 2) and pyrrolidine following the procedures described for Example 117. 1H NMR (methanol-d4): δ 8.60 (s, 1H), 8.42 (s, 1H), 8.09 (d, 1H), 7.34 (s, 1H), 7.23 (s, 1H), 7.05-7.15 (m, 3H), 3.49 (t, 2H), 3.27 (t, 2H), 3.05-3.17 (m, 4H), 2.42 (s, 3H), 2.26 (s, 3H), 1.88-1.91 (m, 2H)... The product is BrC1=CC=C(C=C1)SCC(=O)N1CC=2N(CC3=C1C=CC=C3)C(=CC2)C(=O)NCC2=CC(=CC=C2)C(F)(F)F (10-{[(4-BROMOPHENYL)THIO]ACETYL}-N-[3-(TRIFLUOROMETHYL)BENZYL]-10,11-DIHYDRO-5H-PYRROLO[2,1-C][1,4]BENZODIAZEPINE-3-CARBOXAMIDE). RXN SMILES: ClC(Cl)(Cl)[C:3]([C:5]1[N:14]2[C:8]([CH2:9][N:10]([C:19](=[O:29])[CH2:20][S:21][C:22]3[CH:27]=[CH:26][C:25]([Br:28])=[CH:24][CH:23]=3)[C:11]3[CH:18]=[CH:17][CH:16]=[CH:15][C:12]=3[CH2:13]2)=[CH:7][CH:6]=1)=[O:4].[F:32][C:33]([F:43])([F:42])[C:34]1[CH:35]=[C:36]([CH:39]=[CH:40][CH:41]=1)[CH2:37][NH2:38]>>[Br:28][C:25]1[CH:24]=[CH:23][C:22]([S:21][CH2:20][C:19]([N:10]2[C:11]3[CH:18]=[CH:17][CH:16]=[CH:15][C:12]=3[CH2:13][N:14]3[C:5]([C:3]([NH:38][CH2:37][C:36]4[CH:39]=[CH:40][CH:41]=[C:34]([C:33]([F:32])([F:42])[F:43])[CH:35]=4)=[O:4])=[CH:6][CH:7]=[C:8]3[CH2:9]2)=[O:29])=[CH:27][CH:26]=1. Procedure: The title compound was synthesized in the manner of Example 81 from 2,2,2-trichloro-1-[10-{[(4-bromophenyl)thio]acetyl}-10,11-dihydro-5H-pyrrolo[2,1-c][1,4]benzodiazepine-3-yl]-ethanone of Example 80 and 3-trifluoromethylbenzylamine, m.p. 102° C. MS [(+)ESI, m/z]: 614 [M+H]+ Anal. Calcd for C29H23BrF3N3O2S: C, 56.69; H, 3.77; N, 6.84. Found: C, 56.79; H, 3.66; N, 6.76. Starting materials: ClC(C(=O)C1=CC=C2CN(C3=C(CN21)C=CC=C3)C(CSC3=CC=C(C=C3)Br)=O)(Cl)Cl (2,2,2-Trichloro-1-[10-{[(4-bromophenyl)thio]acetyl}-10,11-dihydro-5H-pyrrolo[2,1-c][1,4]benzodiazepine-3-yl]-ethanone), FC(C=1C=C(CN)C=CC1)(F)F (3-trifluoromethylbenzylamine). Reaction SMILES: [Br:1][c:2]1[cH:3][cH:4][c:5]2[c:6]([cH:32]1)[CH2:7][C:8](=[CH:16][CH2:17][CH2:18][N:19]1[CH2:20][CH2:21][CH:22]([c:25]3[cH:26][cH:27][c:28]([Cl:31])[cH:29][cH:30]3)[CH2:23][CH2:24]1)[c:9]1[c:10]([n:11][cH:12][cH:13][cH:14]1)[O:15]2.[C:44](=[O:45])=[O:46].[CH2:39]([Li:40])[CH2:41][CH2:42][CH3:43].[CH2:47]1[O:48][CH2:49][CH2:50][CH2:51]1.[CH3:33][CH2:34][CH2:35][CH2:36][CH2:37][CH3:38]>>[c:2]1([C:44](=[O:45])[OH:46])[cH:3][cH:4][c:5]2[c:6]([cH:32]1)[CH2:7][C:8](=[CH:16][CH2:17][CH2:18][N:19]1[CH2:20][CH2:21][CH:22]([c:25]3[cH:26][cH:27][c:28]([Cl:31])[cH:29][cH:30]3)[CH2:23][CH2:24]1)[c:9]1[c:10]([n:11][cH:12][cH:13][cH:14]1)[O:15]2. The product is O=C(O)c1ccc2c(c1)CC(=CCCN1CCC(c3ccc(Cl)cc3)CC1)c1cccnc1O2. Reactants: Clc1ccc(C2CCN(CCC=C3Cc4cc(Br)ccc4Oc4ncccc43)CC2)cc1, O=C=O, [Li]CCCC, C1CCOC1, CCCCCC. Reactants: CN1C(=NC=C1)CN(CC=1N(C=CN1)C(C1=CC=CC=C1)(C1=CC=CC=C1)C1=CC=CC=C1)CC1=CC=C(CN(CCCCN(CCC)CCC)CC2=NN=NN2C2OCCCC2)C=C1 (N-(4-{[(1-methyl-1H-imidazol-2-ylmethyl)-(1-trityl-1H-imidazol-2-ylmethyl)-amino]-methyl}-benzyl)-N′,N′-dipropyl-N-[1-(tetrahydro-pyran-2-yl)-1H-tetrazol-5-ylmethyl]-butane-1,4-diamine), Cl.CO (hydrogen chloride methanol). Solvent: CO (methanol). Run at time 8 hour. The product is N1C(=NC=C1)CN(CC=1N(C=CN1)C)CC1=CC=C(CN(CCCCN(CCC)CCC)CC2=NN=NN2)C=C1 (N-(4-{[(1H-imidazol-2-ylmethyl)-(1-methyl-1H-imidazol-2-ylmethyl)-amino]-methyl}-benzyl)-N′,N′-dipropyl-N-(1H-tetrazol-5-ylmethyl)-butane-1,4-diamine). Isolated yield 107.1%. RXN SMILES: C[N:2]1[CH:6]=[CH:5][N:4]=[C:3]1[CH2:7][N:8]([CH2:34][C:35]1[CH:65]=[CH:64][C:38]([CH2:39][N:40]([CH2:52][C:53]2[N:57](C3CCCCO3)[N:56]=[N:55][N:54]=2)[CH2:41][CH2:42][CH2:43][CH2:44][N:45]([CH2:49][CH2:50][CH3:51])[CH2:46][CH2:47][CH3:48])=[CH:37][CH:36]=1)[CH2:9][C:10]1[N:11]([C:15](C2C=CC=CC=2)(C2C=CC=CC=2)C2C=CC=CC=2)[CH:12]=[CH:13][N:14]=1.Cl.CO>CO>[NH:4]1[CH:5]=[CH:6][N:2]=[C:3]1[CH2:7][N:8]([CH2:34][C:35]1[CH:65]=[CH:64][C:38]([CH2:39][N:40]([CH2:52][C:53]2[NH:57][N:56]=[N:55][N:54]=2)[CH2:41][CH2:42][CH2:43][CH2:44][N:45]([CH2:49][CH2:50][CH3:51])[CH2:46][CH2:47][CH3:48])=[CH:37][CH:36]=1)[CH2:9][C:10]1[N:11]([CH3:15])[CH:12]=[CH:13][N:14]=1 |f:1.2|. Procedure details: The compound (35.6 mg) obtained in Example 91-4 was dissolved in methanol (0.80 ml) and added with a 10% hydrogen chloride/methanol solution (0.80 ml) and the whole was stirred overnight at room temperature. After completion of the reaction, the solvent was distilled off under reduced pressure. The residue was added with ethyl acetate and water, and the aqueous layer was washed with ethylacetate. The aqueous layer was concentrated and evaporated to dryness under reduced pressure, thereby obtaini... Reactants: C(=O)(O)[O-].[Na+] (NaHCO3), N[C@H]1[C@@H](O[C@@H]([C@H]([C@@H]1O)O)CO)N1C=2N=C(NC(C2N=C1)=O)N (9-(2-amino-2-deoxy-β-D-glucopyranosyl) guanine), O (H2O), C1=CC=CC=2C3=CC=CC=C3C(C12)COC(=O)ON1C(CCC1=O)=O (N-(9-fluorenyl-methoxycarbonyloxy)succinimide). The solvent is O1CCOCC1 (1,4-dioxane). Run at time 12 hour. Yields the product C1=CC=CC=2C3=CC=CC=C3C(C12)COC(=O)N[C@H]1[C@@H](O[C@@H]([C@H]([C@@H]1O)O)CO)N1C=2N=C(NC(C2N=C1)=O)N (9-(2-deoxy-2-[[(9H-fluoren-9-ylmethoxy)carbonyl]amino]-β-D-glucopyranosyl)guanine). Yield: 75.5%. Reaction SMILES: [NH2:1][C@@H:2]1[C@@H:7]([OH:8])[C@H:6]([OH:9])[C@@H:5]([CH2:10][OH:11])[O:4][C@H:3]1[N:12]1[CH:20]=[N:19][C:18]2[C:17](=[O:21])[NH:16][C:15]([NH2:22])=[N:14][C:13]1=2.O.[CH:24]1[C:36]2[CH:35]([CH2:37][O:38][C:39](ON3C(=O)CCC3=O)=[O:40])[C:34]3[C:29](=[CH:30][CH:31]=[CH:32][CH:33]=3)[C:28]=2[CH:27]=[CH:26][CH:25]=1.C([O-])(O)=O.[Na+]>O1CCOCC1>[CH:24]1[C:36]2[CH:35]([CH2:37][O:38][C:39]([NH:1][C@@H:2]3[C@@H:7]([OH:8])[C@H:6]([OH:9])[C@@H:5]([CH2:10][OH:11])[O:4][C@H:3]3[N:12]3[CH:20]=[N:19][C:18]4[C:17](=[O:21])[NH:16][C:15]([NH2:22])=[N:14][C:13]3=4)=[O:40])[C:34]3[C:29](=[CH:30][CH:31]=[CH:32][CH:33]=3)[C:28]=2[CH:27]=[CH:26][CH:25]=1 |f:3.4|. Procedure details: To 3.31 g (10.61 mmol) of 9-(2-amino-2-deoxy-β-D-glucopyranosyl) guanine was added 72 mL of H2O. To this solution was added a 100 mL 1,4-dioxane solution containing 4.65 g (13.79 mmol) of N-(9-fluorenyl-methoxycarbonyloxy)succinimide. This resulted in a cloudy mixture. To this system was added 0.58 g (6.90 mmol) of NaHCO3. This mixture was stirred for 12 hours at room temperature. At this time, TLC indicated the consumption of starting material and the mixture was concentrated in vacuo to a dry ... The reactants are O=C1CCC(=O)N1Br, CN(Cc1ccc(C(C)(C)C)cc1)Cc1cccc(Oc2ccccc2)c1, O=C(OOC(=O)c1ccccc1)c1ccccc1, ClC(Cl)(Cl)Cl, Cc1cccc(Oc2ccccc2)c1. The product is BrCc1cccc(Oc2ccccc2)c1. As a reaction SMILES: [Br:42][N:43]1[C:44](=[O:45])[CH2:46][CH2:47][C:48]1=[O:49].[C:1]([c:2]1[cH:3][cH:4][c:5]([CH2:6][N:7]([CH3:8])[CH2:12][c:13]2[cH:14][c:15]([O:19][c:20]3[cH:21][cH:22][cH:23][cH:24][cH:25]3)[cH:16][cH:17][cH:18]2)[cH:9][cH:10]1)([CH3:11])([CH3:26])[CH3:27].[C:50]([O:51][O:52][C:53](=[O:54])[c:55]1[cH:56][cH:57][cH:58][cH:59][cH:60]1)(=[O:61])[c:62]1[cH:63][cH:64][cH:65][cH:66][cH:67]1.[C:68]([Cl:69])([Cl:70])([Cl:71])[Cl:72].[O:28]([c:29]1[cH:30][c:31]([CH3:32])[cH:33][cH:34][cH:35]1)[c:36]1[cH:37][cH:38][cH:39][cH:40][cH:41]1>>[CH2:12]([c:13]1[cH:14][c:15]([O:19][c:20]2[cH:21][cH:22][cH:23][cH:24][cH:25]2)[cH:16][cH:17][cH:18]1)[Br:42].